From a dataset of the Open Reaction Database (ORD), a public repository of structured organic reaction records. describe an organic reaction: reactants, conditions, products, and yield The reactants are CCO, Oc1c(F)ccc2c1cnn2-c1ccc(OCc2ccccc2)c(F)c1. Reaction SMILES: [CH3:27][CH2:28][OH:29].[F:1][c:2]1[c:3]([OH:26])[c:4]2[cH:5][n:6][n:7](-[c:11]3[cH:12][c:13]([F:25])[c:14]([O:17][CH2:18][c:19]4[cH:20][cH:21][cH:22][cH:23][cH:24]4)[cH:15][cH:16]3)[c:8]2[cH:9][cH:10]1>>[F:1][c:2]1[c:3]([OH:26])[c:4]2[cH:5][n:6][n:7](-[c:11]3[cH:12][c:13]([F:25])[c:14]([OH:17])[cH:15][cH:16]3)[c:8]2[cH:9][cH:10]1. The product is Oc1ccc(-n2ncc3c(O)c(F)ccc32)cc1F. The reactants are O=C(Cl)c1ccccc1, ClCCl, COc1cc(-c2nn(C3CCC(N4CCN(C)CC4)CC3)c3ncnc(N)c23)ccc1N. The product is COc1cc(-c2nn(C3CCC(N4CCN(C)CC4)CC3)c3ncnc(N)c23)ccc1NC(=O)c1ccccc1. As a reaction SMILES: [C:33]([c:34]1[cH:35][cH:36][cH:37][cH:38][cH:39]1)(=[O:40])[Cl:41].[Cl:42][CH2:43][Cl:44].[NH2:1][c:2]1[c:3]([O:31][CH3:32])[cH:4][c:5](-[c:8]2[n:9][n:10]([CH:18]3[CH2:19][CH2:20][CH:21]([N:24]4[CH2:25][CH2:26][N:27]([CH3:30])[CH2:28][CH2:29]4)[CH2:22][CH2:23]3)[c:11]3[n:12][cH:13][n:14][c:15]([NH2:17])[c:16]23)[cH:6][cH:7]1>>[NH:1]([c:2]1[c:3]([O:31][CH3:32])[cH:4][c:5](-[c:8]2[n:9][n:10]([CH:18]3[CH2:19][CH2:20][CH:21]([N:24]4[CH2:25][CH2:26][N:27]([CH3:30])[CH2:28][CH2:29]4)[CH2:22][CH2:23]3)[c:11]3[n:12][cH:13][n:14][c:15]([NH2:17])[c:16]23)[cH:6][cH:7]1)[C:33]([c:34]1[cH:35][cH:36][cH:37][cH:38][cH:39]1)=[O:40]. The reagents and catalysts are N.O[V](=O)=O (ammonium vanadate), [O-2].[O-2].[Ti+4] (titanium dioxide), [Pd] (palladium). The reactants are [N+](=O)([O-])C=1C=C2C(C(=O)N(C2=O)C)=CC1 (4-nitro-N-methylphthalimide), [N+](=O)([O-])C=1C=C2C(C(=O)N(C2=O)C)=CC1 (4-nitro-N-methylphthalimide), [H][H] (hydrogen), [H][H] (hydrogen). As a reaction SMILES: [N+:1]([C:4]1[CH:5]=[C:6]2[C:11](=[O:12])[N:10]([CH3:13])[C:8](=[O:9])[C:7]2=[CH:14][CH:15]=1)([O-])=O.[H][H]>N.O[V](=O)=O.[O-2].[O-2].[Ti+4].[Pd].O>[NH2:1][C:4]1[CH:5]=[C:6]2[C:11](=[O:12])[N:10]([CH3:13])[C:8](=[O:9])[C:7]2=[CH:14][CH:15]=1 |f:2.3,4.5.6|. The yield is 94.3%. Conditions: temperature 63 celsius, time 75 hour. Run in O (water). The product is NC=1C=C2C(C(=O)N(C2=O)C)=CC1 (4-amino-N-methylphthalimide). Procedure details: 0.005 g of ammonium vanadate and 2.5 g 1% by weight of titanium dioxide extrudate containing metallic palladium and having a particle size of 3 mm (from Johnson Matthey) are added to a suspension consisting of 250 ml of water and 10.3 g of 4-nitro-N-methylphthalimide. After displacing the air with nitrogen, the latter is replaced by hydrogen at atmospheric pressure and the suspension is stirred at 63° C. for 75 hours. During this time, 104% of the theoretical amount of hydrogen, based on the 4-n... Reactants: ClC=1C=C(C=CC1F)[N+](=O)[O-] (3-chloro-4-fluoro-1-nitrobenzene), ClC1=C(C=C(C=C1)CC(C)(N)C)F (1-(4-chloro-3-fluorophenyl)-2-methylpropan-2-amine), O (water). Run in CS(=O)C (DMSO). Conditions: temperature 90 celsius, time 38.5 hour. The product is ClC1=C(NC(CC2=CC(=C(C=C2)Cl)F)(C)C)C=CC(=C1)[N+](=O)[O-] (2-chloro-N-(1-(4-chloro-3-fluorophenyl)-2-methylpropan-2-yl)-4-nitroaniline). The yield is 57.2%. Reaction SMILES: [Cl:1][C:2]1[CH:3]=[C:4]([N+:9]([O-:11])=[O:10])[CH:5]=[CH:6][C:7]=1F.[Cl:12][C:13]1[CH:18]=[CH:17][C:16]([CH2:19][C:20]([CH3:23])([NH2:22])[CH3:21])=[CH:15][C:14]=1[F:24].O>CS(C)=O>[Cl:1][C:2]1[CH:3]=[C:4]([N+:9]([O-:11])=[O:10])[CH:5]=[CH:6][C:7]=1[NH:22][C:20]([CH3:23])([CH3:21])[CH2:19][C:16]1[CH:17]=[CH:18][C:13]([Cl:12])=[C:14]([F:24])[CH:15]=1. Reported procedure: A mixture of 3-chloro-4-fluoro-1-nitrobenzene (421 mg, 2.40 mmol) and 1-(4-chloro-3-fluorophenyl)-2-methylpropan-2-amine (484 mg, 2.40 mmol) in DMSO (10 mL) was heated at 90° C. under N2 for 3 h. The mixture was cooled to rt and stirred at rt for 38.5 h. It was then heated and stirred further at 90° C. for 81.5 h. The mixture was cooled to rt and 80 mL of water was added. The resulting mixture was extracted with EtOAc (30 mL×3). The combined organic layers were dried over anhydrous Na2SO4 (10 g)... Starting materials: N(=NC(=O)OCC)C(=O)OCC (Diethyl azodicarboxylate), C(CCCCCCC)OC1=CC=C(CO)C=C1 (4-octyloxybenzyl alcohol), ON1C(C=2C(C1=O)=CC=CC2)=O (N-hydroxyphthalimide), C1(=CC=CC=C1)P(C1=CC=CC=C1)C1=CC=CC=C1 (triphenylphosphine). Run in O1CCCC1 (tetrahydrofuran). Run at time 2 hour. Yields the product C(CCCCCCC)OC1=CC=C(CON2C(C=3C(C2=O)=CC=CC3)=O)C=C1 (N-(4-octyloxybenzyloxy)phthalimide). Yield: 83.4%. RXN SMILES: N(C(OCC)=O)=NC(OCC)=O.[CH2:13]([O:21][C:22]1[CH:29]=[CH:28][C:25]([CH2:26][OH:27])=[CH:24][CH:23]=1)[CH2:14][CH2:15][CH2:16][CH2:17][CH2:18][CH2:19][CH3:20].O[N:31]1[C:35](=[O:36])[C:34]2=[CH:37][CH:38]=[CH:39][CH:40]=[C:33]2[C:32]1=[O:41].C1(P(C2C=CC=CC=2)C2C=CC=CC=2)C=CC=CC=1>O1CCCC1>[CH2:13]([O:21][C:22]1[CH:23]=[CH:24][C:25]([CH2:26][O:27][N:31]2[C:32](=[O:41])[C:33]3=[CH:40][CH:39]=[CH:38][CH:37]=[C:34]3[C:35]2=[O:36])=[CH:28][CH:29]=1)[CH2:14][CH2:15][CH2:16][CH2:17][CH2:18][CH2:19][CH3:20]. Procedure details: Diethyl azodicarboxylate (18.4 g) was added dropwise to a suspension of 4-octyloxybenzyl alcohol (25 g), N-hydroxyphthalimide (17.15 g) and triphenylphosphine (27.74 g) in tetrahydrofuran (250 ml) under ice-cooling. The reaction mixture was stirred at room temperature for 2 hours, and evaporated in vacuo. The residue was purified by chromatography on silica gel to give N-(4-octyloxybenzyloxy)phthalimide (33.45 g) as crystals.